This data is from the Open Reaction Database (ORD), a public repository of structured organic reaction records. The task is: describe an organic reaction: reactants, conditions, products, and yield The reactants are C[O-], CO, CCO, CCOC(=O)C1CC1c1ccc(Cl)cc1, [Na+]. The product is O=C(O)C1CC1c1ccc(Cl)cc1. Reaction SMILES: [CH3:16][O-:17].[CH3:19][OH:20].[CH3:21][CH2:22][OH:23].[Cl:1][c:2]1[cH:3][cH:4][c:5]([CH:8]2[CH:9]([C:11](=[O:12])[O:13][CH2:14][CH3:15])[CH2:10]2)[cH:6][cH:7]1.[Na+:18]>>[Cl:1][c:2]1[cH:3][cH:4][c:5]([CH:8]2[CH:9]([C:11](=[O:12])[OH:13])[CH2:10]2)[cH:6][cH:7]1. The reactants are O1C=CC=2CNCC(C21)O (4,5,6,7-tetrahydrofuro[3,2-c]pyridin-7-ol), BrC1=C(C=CC=C1)F (2-bromo-1-fluorobenzene). Product: BrC1=C(C=CC=C1)OC1C2=C(CNC1)C=CO2 (7-(2-Bromophenyloxy)-4,5,6,7-tetrahydrofuro[3,2-c]pyridine). RXN SMILES: [O:1]1[C:9]2[CH:8]([OH:10])[CH2:7][NH:6][CH2:5][C:4]=2[CH:3]=[CH:2]1.[Br:11][C:12]1[CH:17]=[CH:16][CH:15]=[CH:14][C:13]=1F>>[Br:11][C:12]1[CH:17]=[CH:16][CH:15]=[CH:14][C:13]=1[O:10][CH:8]1[CH2:7][NH:6][CH2:5][C:4]2[CH:3]=[CH:2][O:1][C:9]1=2. Procedure: The same method as in Example 1 was conducted using 4,5,6,7-tetrahydrofuro[3,2-c]pyridin-7-ol (Reference Example 33) instead of 6-methyl-4,5,6,7-tetrahydrothieno[2,3-c]pyridin-4-ol (Reference Example 6) and was conducted using 2-bromo-1-fluorobenzene instead of 1-fluoronaphthalene to give the objective compound. The reactants are CN=C(SC)SC (methylcarbonimidodithioic acid, dimethyl ester), oxalate salt, CN(C)CC=1SC=C(N1)CSCCN (2-dimethylaminomethyl-4-(2-aminoethyl)thiomethylthiazole), [OH-].[Na+] (sodium hydroxide). Run in C(C)O (ethanol). Yields the product CNC(SC)=NCCSCC=1N=C(SC1)CN(C)C (N-methyl-S-methyl-N'-[2-(2-dimethylaminomethylthiazol-4-ylmethylthio)ethyl]isothiourea). Reaction SMILES: [CH3:1][N:2]([CH2:4][C:5]1[S:6][CH:7]=[C:8]([CH2:10][S:11][CH2:12][CH2:13][NH2:14])[N:9]=1)[CH3:3].[OH-].[Na+].[CH3:17][N:18]=[C:19](SC)[S:20][CH3:21]>C(O)C>[CH3:17][NH:18][C:19](=[N:14][CH2:13][CH2:12][S:11][CH2:10][C:8]1[N:9]=[C:5]([CH2:4][N:2]([CH3:1])[CH3:3])[S:6][CH:7]=1)[S:20][CH3:21] |f:1.2|. Reported procedure: One g. of the oxalate salt of 2-dimethylaminomethyl-4-(2-aminoethyl)thiomethylthiazole was dissolved in 10 ml. of denatured ethanol and 4.8 ml. of 1N sodium hydroxide solution. To the mixture was added 0.36 g. of methylcarbonimidodithioic acid, dimethyl ester, and the reaction mixture was stirred under reflux for 16 hours. The mixture was then evaporated under vacuum, and the residue was taken up in 12 ml. of water and 1.5 ml. of 50% aqueous sodium hydroxide. The solution was extracted twice wit... Reactants: C1(CC1)C(=O)Cl (cyclopropane carboxylic acid chloride), O (water), C1=C(C=CC2=CC=CC=C12)C(C#C)O (1-(2-naphthyl)-2-propyn-1-ol), N1=CC=CC=C1 (pyridine). Solvent: C(Cl)Cl (methylene chloride), C(Cl)Cl (methylene chloride), C(Cl)Cl (methylene chloride). Conditions: time 2 hour. Product: C1=C(C=CC2=CC=CC=C12)C(C#C)OC(=O)C1CC1 (cyclopropane carboxylic acid 1-(2-naphthyl)-2-propynyl ester). As a reaction SMILES: [CH:1]1[C:10]2[C:5](=[CH:6][CH:7]=[CH:8][CH:9]=2)[CH:4]=[CH:3][C:2]=1[CH:11]([OH:14])[C:12]#[CH:13].N1C=CC=CC=1.[CH:21]1([C:24](Cl)=[O:25])[CH2:23][CH2:22]1.O>C(Cl)Cl>[CH:1]1[C:10]2[C:5](=[CH:6][CH:7]=[CH:8][CH:9]=2)[CH:4]=[CH:3][C:2]=1[CH:11]([O:14][C:24]([CH:21]1[CH2:23][CH2:22]1)=[O:25])[C:12]#[CH:13]. Procedure details: 3.6 g of 1-(2-naphthyl)-2-propyn-1-ol and 1.6 g of pyridine are dissolved in 30 ml of methylene chloride, the solution is cooled to 0°-5° C. and a solution of 2.3 g of cyclopropane carboxylic acid chloride in 10 ml of methylene chloride is added with stirring. The mixture is left at room temperature for 2 hours, then poured into water and diluted with 50 ml of methylene chloride. The methylene chloride solution is separated and washed, in sequence, with 2 N hydrochloric acid solution, 10% potass... Starting materials: C1(=CC=CC=C1)NN (phenylhydrazine), C1(=CC=CC=C1)NN (Phenylhydrazine), NC1=C(C=NC=C1)C(C)=O (1-(4-amino-3-pyridinyl)ethanone), NC1=C(C=NC=C1)C(C)=O (1-(4-amino-3-pyridinyl)ethanone). Conditions: temperature 100 celsius. Product: C1(=CC=CC=C1)NN=C(C)C=1C=NC=CC1N (1-(4-Amino-3-pyridinyl)ethanone phenylhydrazone). RXN SMILES: [C:1]1([NH:7][NH2:8])[CH:6]=[CH:5][CH:4]=[CH:3][CH:2]=1.[NH2:9][C:10]1[CH:15]=[CH:14][N:13]=[CH:12][C:11]=1[C:16](=O)[CH3:17]>>[C:1]1([NH:7][N:8]=[C:16]([C:11]2[CH:12]=[N:13][CH:14]=[CH:15][C:10]=2[NH2:9])[CH3:17])[CH:6]=[CH:5][CH:4]=[CH:3][CH:2]=1. Procedure: Phenylhydrazine (4.0 ml) was added to 5.00 g 1-(4-amino-3-pyridinyl)ethanone, and the mixture was stirred at 100° C. for seventeen hours. A similar procedure was followed using 4.0 g 1-(4-amino-3-pyridinyl)ethanone and 3.20 ml phenylhydrazine. The products of the two reactions were combined and purified by flash chromatography to yield 9.74 g solid. Recrystallization of 1.24 g from CH3OH/water yielded 0.28 g solid, m.p. 168°-170° C. Starting materials: CN1CCCC1CCN, CCO, O=[N+]([O-])c1ccc(Cl)c([N+](=O)[O-])c1. Product: CN1CCCC1CCNc1ccc([N+](=O)[O-])cc1[N+](=O)[O-]. RXN SMILES: [CH3:14][N:15]1[CH:16]([CH2:20][CH2:21][NH2:22])[CH2:17][CH2:18][CH2:19]1.[CH3:23][CH2:24][OH:25].[Cl:1][c:2]1[c:3]([N+:11](=[O:12])[O-:13])[cH:4][c:5]([N+:8](=[O:9])[O-:10])[cH:6][cH:7]1>>[c:2]1([NH:22][CH2:21][CH2:20][CH:16]2[N:15]([CH3:14])[CH2:19][CH2:18][CH2:17]2)[c:3]([N+:11](=[O:12])[O-:13])[cH:4][c:5]([N+:8](=[O:9])[O-:10])[cH:6][cH:7]1. The reactants are B(O)O (boronic acid), C(=O)(O)CCC1=CC=C(C=C1)C=1C([C@@H]2CC[C@]3([C@@]4(CC[C@@]5([C@@H]([C@H]4CC[C@@H]3[C@]2(CC1)C)[C@@H](CC5)C(=C)C)C(=O)O)C)C)(C)C ((1R,3aS,5aR,5bR,7aR,11aS,11bR,13aR,13bR)-9-(4-(2-carboxyethyl)phenyl)-5a,5b,8,8,11a-pentamethyl-1-(prop-1-en-2-yl)-2,3,3a,4,5,5a,5b,6,7,7a,8,11,11a,11b,12,13,13a,13b-octadecahydro-1H-cyclopenta[a]chrysene-3a-carboxylic acid), B(O)(O)C1=CC=C(C=C1)NC(CCC(=O)O)=O (4-(4-boronophenylamino)-4-oxobutanoic acid). Product: C(=O)(O)CCC(=O)NC1=CC=C(C=C1)C=1C([C@@H]2CC[C@]3([C@@]4(CC[C@@]5([C@@H]([C@H]4CC[C@@H]3[C@]2(CC1)C)[C@@H](CC5)C(=C)C)C(=O)O)C)C)(C)C ((1R,3aS,5aR,5bR,7aR,11aS,11bR,13aR,13bR)-9-(4-(3-carboxypropanamido)phenyl)-5a,5b,8,8,11a-pentamethyl-1-(prop-1-en-2-yl)-2,3,3a,4,5,5a,5b,6,7,7a,8,11,11a,11b,12,13,13a,13b-octadecahydro-1H-cyclopenta[a]chrysene-3a-carboxylic acid), solid. Isolated yield 9.0%. RXN SMILES: C(CC[C:6]1[CH:11]=[CH:10][C:9]([C:12]2[C:13]([CH3:43])([CH3:42])[C@H:14]3[C@:27]([CH3:30])([CH2:28][CH:29]=2)[C@@H:26]2[C@:17]([CH3:41])([C@@:18]4([CH3:40])[C@H:23]([CH2:24][CH2:25]2)[C@H:22]2[C@H:31]([C:34]([CH3:36])=[CH2:35])[CH2:32][CH2:33][C@:21]2([C:37]([OH:39])=[O:38])[CH2:20][CH2:19]4)[CH2:16][CH2:15]3)=[CH:8][CH:7]=1)(O)=O.B(C1C=CC([NH:53][C:54](=[O:60])[CH2:55][CH2:56][C:57]([OH:59])=[O:58])=CC=1)(O)O.B(O)O>>[C:57]([CH2:56][CH2:55][C:54]([NH:53][C:6]1[CH:11]=[CH:10][C:9]([C:12]2[C:13]([CH3:42])([CH3:43])[C@H:14]3[C@:27]([CH3:30])([CH2:28][CH:29]=2)[C@@H:26]2[C@:17]([CH3:41])([C@@:18]4([CH3:40])[C@H:23]([CH2:24][CH2:25]2)[C@H:22]2[C@H:31]([C:34]([CH3:36])=[CH2:35])[CH2:32][CH2:33][C@:21]2([C:37]([OH:39])=[O:38])[CH2:20][CH2:19]4)[CH2:16][CH2:15]3)=[CH:8][CH:7]=1)=[O:60])([OH:59])=[O:58]. Reported procedure: The title compound was prepared following the methods described above for (1R,3aS,5aR,5bR,7aR,11aS,11bR,13aR,13bR)-9-(4-(2-carboxyethyl)phenyl)-5a,5b,8,8,11a-pentamethyl-1-(prop-1-en-2-yl)-2,3,3a,4,5,5a,5b,6,7,7a,8,11,11a,11b,12,13,13a,13b-octadecahydro-1H-cyclopenta[a]chrysene-3a-carboxylic acid (example 4a) using 4-(4-boronophenylamino)-4-oxobutanoic acid as the reactant boronic acid. The product was isolated as a white solid (2.98 mg, 9%). LCMS: m/e 628.63 (M−H)−, 3.71 min (method 2). 1H NMR ... The reactants are Cl (HCl), ClC(=O)OC1CC(CCC1C(C)C)C (menthyl chloroformate), N1=CC=CC=C1 (pyridine), C(C)N (ethylamine). The solvent is O (water), C1(=CC=CC=C1)C (toluene). Run at time 12 hour. The product is C(C)(C)[C@H]1[C@@H](C[C@@H](CC1)C)OC(NCC)=O (Ethyl-carbamic acid (1R,2S,5R)-2-isopropyl-5-methyl-cyclohexyl ester). As a reaction SMILES: Cl[C:2]([O:4][CH:5]1[CH:10]([CH:11]([CH3:13])[CH3:12])[CH2:9][CH2:8][CH:7]([CH3:14])[CH2:6]1)=[O:3].[N:15]1C=CC=[CH:17][CH:16]=1.C(N)C.Cl>C1(C)C=CC=CC=1.O>[CH:11]([C@@H:10]1[CH2:9][CH2:8][C@@H:7]([CH3:14])[CH2:6][C@H:5]1[O:4][C:2](=[O:3])[NH:15][CH2:16][CH3:17])([CH3:13])[CH3:12]. Reported procedure: 58.7 g of menthyl chloroformate (80% in toluene) were added to a mixture of 16.6 g of pyridine and 150 mL ethylamine (2M solution in THF) in 100 mL toluene at 0° C. over a period of 30 minutes. After stirring for 12 hours at room temperature, 100 mL of 2M HCl and subsequently 50 mL water were added, the phases separated and the water phase discarded. After washing with saturated NaHCO3-solution and water the organic phase was dried and evaporated to yield 47.1 g of crude product which was recrys... Starting materials: ClC1=CC(=C(CN2N=CC3=CC(=CC=C23)C=C2C(N=C(S2)SC)=O)C=C1)C1CC1 (5-[1-(4-chloro-2-cyclopropyl-benzyl)-1H-indazol-5-ylmethylene]-2-methylsulfanyl-thiazol-4-one), N1CC(C1)C(=O)O (azetidine-3-carboxylic acid). Product: ClC1=CC(=C(CN2N=CC3=CC(=CC=C23)C=C2C(NC(S2)N2CC(C2)C(=O)O)=O)C=C1)C1CC1 (1-(5-[1-(4-Chloro-2-cyclopropyl-benzyl)-1H-indazol-5-ylmethylene]-4-oxo-dihydro-thiazol-2-yl)-azetidine-3-carboxylic acid). As a reaction SMILES: [Cl:1][C:2]1[CH:26]=[CH:25][C:5]([CH2:6][N:7]2[C:15]3[C:10](=[CH:11][C:12]([CH:16]=[C:17]4[S:21][C:20](SC)=[N:19][C:18]4=[O:24])=[CH:13][CH:14]=3)[CH:9]=[N:8]2)=[C:4]([CH:27]2[CH2:29][CH2:28]2)[CH:3]=1.[NH:30]1[CH2:33][CH:32]([C:34]([OH:36])=[O:35])[CH2:31]1>>[Cl:1][C:2]1[CH:26]=[CH:25][C:5]([CH2:6][N:7]2[C:15]3[C:10](=[CH:11][C:12]([CH:16]=[C:17]4[S:21][CH:20]([N:30]5[CH2:33][CH:32]([C:34]([OH:36])=[O:35])[CH2:31]5)[NH:19][C:18]4=[O:24])=[CH:13][CH:14]=3)[CH:9]=[N:8]2)=[C:4]([CH:27]2[CH2:28][CH2:29]2)[CH:3]=1. Procedure: 1-(5-[1-(4-Chloro-2-cyclopropyl-benzyl)-1H-indazol-5-ylmethylene]-4-oxo-dihydro-thiazol-2-yl)-azetidine-3-carboxylic acid was prepared from 5-[1-(4-chloro-2-cyclopropyl-benzyl)-1H-indazol-5-ylmethylene]-2-methylsulfanyl-thiazol-4-one and azetidine-3-carboxylic acid following General Procedure C.